Dataset: the Open Reaction Database (ORD), a public repository of structured organic reaction records. Task: describe an organic reaction: reactants, conditions, products, and yield Starting materials: [Si](C)(C)(C(C)(C)C)OC(CCCCCCC1=CC=CC=C1)C=1OC(=CN1)C1=CC=C(C=C1)C(C(F)(F)F)=O (1-(4-(2-(1-(tert-Butyldimethylsilyloxy)-7-phenylheptyl)oxazol-5-yl)phenyl)-2,2,2-trifluoroethanone), [Si](C)(C)(C(C)(C)C)OC(CCCCCCC1=CC=CC=C1)C=1OC(=CN1)[Sn](CCCC)(CCCC)CCCC (2-(1-(tert-butyldimethylsilyloxy)-7-phenylheptyl)-5-(tributylstannyl)oxazole), BrC1=CC=C(C=C1)C(C(F)(F)F)=O (1-(4-bromophenyl)-2,2,2-trifluoroethanone). The product is EtOAc hexanes, C1(=CC=CC=C1)CCCCCCC(=O)C=1OC(=CN1)C1=CC=C(C=C1)C(C(F)(F)F)=O (7-Phenyl-1-(5-(4-(2,2,2-trifluoroacetyl)phenyl)oxazol-2-yl)heptan-1-one). Yield: 69.0%. As a reaction SMILES: [Si]([O:8][CH:9]([C:22]1[O:23][C:24]([C:27]2[CH:32]=[CH:31][C:30]([C:33](=[O:38])[C:34]([F:37])([F:36])[F:35])=[CH:29][CH:28]=2)=[CH:25][N:26]=1)[CH2:10][CH2:11][CH2:12][CH2:13][CH2:14][CH2:15][C:16]1[CH:21]=[CH:20][CH:19]=[CH:18][CH:17]=1)(C(C)(C)C)(C)C.[Si](OC(C1OC([Sn](CCCC)(CCCC)CCCC)=CN=1)CCCCCCC1C=CC=CC=1)(C(C)(C)C)(C)C.BrC1C=CC(C(=O)C(F)(F)F)=CC=1>>[C:16]1([CH2:15][CH2:14][CH2:13][CH2:12][CH2:11][CH2:10][C:9]([C:22]2[O:23][C:24]([C:27]3[CH:32]=[CH:31][C:30]([C:33](=[O:38])[C:34]([F:37])([F:35])[F:36])=[CH:29][CH:28]=3)=[CH:25][N:26]=2)=[O:8])[CH:21]=[CH:20][CH:19]=[CH:18][CH:17]=1. Procedure: 1-(4-(2-(1-(tert-Butyldimethylsilyloxy)-7-phenylheptyl)oxazol-5-yl)phenyl)-2,2,2-trifluoroethanone. The title compound was prepared from 2-(1-(tert-butyldimethylsilyloxy)-7-phenylheptyl)-5-(tributylstannyl)oxazole (55 mg, 0.083 mmol) and 1-(4-bromophenyl)-2,2,2-trifluoroethanone following General Procedure A. Flash chromatography (5-20% EtOAc/hexanes) yielded the title compound as a white solid (31 mg, 69%): 1H NMR (CDCl3, 600 MHz) δ 8.13-8.12 (d, 2H, J=7.8 Hz), 7.80-7.79 (d, 2H, J=7.8 Hz), 7.49... Reactants: CC(C)(O)C(=O)O, CC(N)C(=O)N1C(=O)C(C)c2ccccc2-c2c(N)cccc21. Yields the product CC(NC(=O)C(C)(C)O)C(=O)N1C(=O)C(C)c2ccccc2-c2c(N)cccc21. Reaction SMILES: [CH3:1][C:2]([C:3](=[O:4])[OH:5])([OH:6])[CH3:7].[NH2:8][CH:9]([CH3:10])[C:11](=[O:12])[N:13]1[c:14]2[c:15]([c:26]([NH2:30])[cH:27][cH:28][cH:29]2)-[c:16]2[c:17]([cH:22][cH:23][cH:24][cH:25]2)[CH:18]([CH3:21])[C:19]1=[O:20]>>[CH3:1][C:2]([C:3](=[O:4])[NH:8][CH:9]([CH3:10])[C:11](=[O:12])[N:13]1[c:14]2[c:15]([c:26]([NH2:30])[cH:27][cH:28][cH:29]2)-[c:16]2[c:17]([cH:22][cH:23][cH:24][cH:25]2)[CH:18]([CH3:21])[C:19]1=[O:20])([OH:6])[CH3:7]. Reactants: F[B-](F)(F)F, CCN(C(C)C)C(C)C, CN1C2CCC1CC(N1CCNCC1)C2, [K+], [K+], Nc1c(Cl)cc(CC(CC(=O)N2CCC(N3CCc4ccccc4NC3=O)CC2)C(=O)O)cc1C(F)(F)F, O=C([O-])[O-], CN(C)C=O, CN(C)C(On1nnc2ccccc21)=[N+](C)C. The product is CN1C2CCC1CC(N1CCN(C(=O)C(CC(=O)N3CCC(N4CCc5ccccc5NC4=O)CC3)Cc3cc(Cl)c(N)c(C(F)(F)F)c3)CC1)C2. As a reaction SMILES: [B-:54]([F:55])([F:56])([F:57])[F:58].[CH2:76]([N:77]([CH:78]([CH3:79])[CH3:80])[CH:81]([CH3:82])[CH3:83])[CH3:84].[CH3:1][N:2]1[CH:3]2[CH2:4][CH:5]([N:10]3[CH2:11][CH2:12][NH:13][CH2:14][CH2:15]3)[CH2:6][CH:7]1[CH2:8][CH2:9]2.[K+:85].[K+:86].[NH2:16][c:17]1[c:18]([Cl:53])[cH:19][c:20]([CH2:21][CH:22]([C:23](=[O:24])[OH:25])[CH2:26][C:27]([N:28]2[CH2:29][CH2:30][CH:31]([N:34]3[C:35](=[O:45])[NH:36][c:37]4[c:38]([cH:41][cH:42][cH:43][cH:44]4)[CH2:39][CH2:40]3)[CH2:32][CH2:33]2)=[O:46])[cH:47][c:48]1[C:49]([F:50])([F:51])[F:52].[O-:87][C:88]([O-:89])=[O:90].[O:91]=[CH:92][N:93]([CH3:94])[CH3:95].[n:59]1([O:60][C:61]([N:62]([CH3:63])[CH3:64])=[N+:65]([CH3:66])[CH3:67])[c:68]2[cH:69][cH:70][cH:71][cH:72][c:73]2[n:74][n:75]1>>[CH3:1][N:2]1[CH:3]2[CH2:4][CH:5]([N:10]3[CH2:11][CH2:12][N:13]([C:23]([CH:22]([CH2:21][c:20]4[cH:19][c:18]([Cl:53])[c:17]([NH2:16])[c:48]([C:49]([F:50])([F:51])[F:52])[cH:47]4)[CH2:26][C:27]([N:28]4[CH2:29][CH2:30][CH:31]([N:34]5[C:35](=[O:45])[NH:36][c:37]6[c:38]([cH:41][cH:42][cH:43][cH:44]6)[CH2:39][CH2:40]5)[CH2:32][CH2:33]4)=[O:46])=[O:24])[CH2:14][CH2:15]3)[CH2:6][CH:7]1[CH2:8][CH2:9]2.